This data is from the Open Reaction Database (ORD), a public repository of structured organic reaction records. The task is: describe an organic reaction: reactants, conditions, products, and yield Reactants: Cl.CN(CCCN=C=NCC)C (1-(3-dimethylaminopropyl)-3-ethylcarbodiimide hydrochloride), Cl.NCC1=C2C(N(C(C2=CC=C1)=O)C1C(NC(CC1)=O)=O)=O (4-aminomethyl-2-(2,6-dioxo-piperidin-3-yl)-isoindole-1,3-dione hydrochloride), N12CCCCCC2=NCCC1 (1,8-diazabicyclo[5.4.0]undec-7-ene), ON1N=NC2=C1C=CC=C2 (1-hydroxybenzotriazole), FC1=C(C=CC=C1)CC(=O)O (2-fluorophenylacetic acid). The solvent is C(C)#N (acetonitrile). Run at time 10 minute. Yields the product O=C1NC(CCC1N1C(C2=CC=CC(=C2C1=O)CNC(CC1=C(C=CC=C1)F)=O)=O)=O (N-[2-(2,6-dioxo-piperidin-3-yl)-1,3-dioxo-2,3-dihydro-1H-isoindol-4-ylmethyl]-2-(2-fluoro-phenyl)-acetamide). The yield is 75.2%. As a reaction SMILES: Cl.[NH2:2][CH2:3][C:4]1[CH:12]=[CH:11][CH:10]=[C:9]2[C:5]=1[C:6](=[O:22])[N:7]([CH:14]1[CH2:19][CH2:18][C:17](=[O:20])[NH:16][C:15]1=[O:21])[C:8]2=[O:13].N12CCCN=C1CCCCC2.ON1C2C=CC=CC=2N=N1.[F:44][C:45]1[CH:50]=[CH:49][CH:48]=[CH:47][C:46]=1[CH2:51][C:52](O)=[O:53].Cl.CN(C)CCCN=C=NCC>C(#N)C>[O:21]=[C:15]1[CH:14]([N:7]2[C:6](=[O:22])[C:5]3[C:9](=[CH:10][CH:11]=[CH:12][C:4]=3[CH2:3][NH:2][C:52](=[O:53])[CH2:51][C:46]3[CH:47]=[CH:48][CH:49]=[CH:50][C:45]=3[F:44])[C:8]2=[O:13])[CH2:19][CH2:18][C:17](=[O:20])[NH:16]1 |f:0.1,5.6|. Procedure details: To a stirred suspension of 4-aminomethyl-2-(2,6-dioxo-piperidin-3-yl)-isoindole-1,3-dione hydrochloride (0.7 g, 2.2 mmol) in acetonitrile (60 mL), was added 1,8-diazabicyclo[5.4.0]undec-7-ene (0.82 g, 5.4 mmol). After stirring for 10 minutes, 1-hydroxybenzotriazole (0.4 g, 2.6 mmol) and 2-fluorophenylacetic acid (0.4 g, 2.4 mmol) were added, followed by 1-(3-dimethylaminopropyl)-3-ethylcarbodiimide hydrochloride (0.6 g, 3.2 mmol). The reaction mixture was stirred at room temperature overnight an... Starting materials: CCI, CN(C)C=O, COC(=O)c1cc(=O)c2c(cc(OC)c3ncccc32)[nH]1, [H-], [Na+]. The product is CCOc1cc(C(=O)OC)nc2cc(OC)c3ncccc3c12. RXN SMILES: [CH2:24]([CH3:25])[I:26].[CH3:27][N:28]([CH3:29])[CH:30]=[O:31].[CH3:3][O:4][C:5](=[O:6])[c:7]1[cH:8][c:9](=[O:23])[c:10]2[c:11]3[cH:12][cH:13][cH:14][n:15][c:16]3[c:17]([O:21][CH3:22])[cH:18][c:19]2[nH:20]1.[H-:1].[Na+:2]>>[CH3:3][O:4][C:5](=[O:6])[c:7]1[cH:8][c:9]([O:23][CH2:24][CH3:25])[c:10]2[c:11]3[cH:12][cH:13][cH:14][n:15][c:16]3[c:17]([O:21][CH3:22])[cH:18][c:19]2[n:20]1. Starting materials: C([O-])(O)=O.[Na+] (sodium bicarbonate), [N+](=O)(O)[O-] (nitric acid), S(O)(O)(=O)=O (sulfuric acid), BrC1=[N+](C(=CC=C1)C)[O-] (2-Bromo-6-methyl-pyridine 1-oxide). The solvent is ice. Reaction conditions: temperature 70 celsius. The product is BrC1=[N+](C(=CC(=C1)[N+](=O)[O-])C)[O-] (2-bromo-6-methyl-4-nitro-pyridine 1-oxide). The yield is 40.0%. Reaction SMILES: [N+:1]([O-:4])(O)=[O:2].S(=O)(=O)(O)O.[Br:10][C:11]1[CH:16]=[CH:15][CH:14]=[C:13]([CH3:17])[N+:12]=1[O-:18].C(=O)(O)[O-].[Na+]>>[Br:10][C:11]1[CH:16]=[C:15]([N+:1]([O-:4])=[O:2])[CH:14]=[C:13]([CH3:17])[N+:12]=1[O-:18] |f:3.4|. Procedure details: Concentrated nitric acid (4 mL) was added to cold concentrated sulfuric acid (7 mL). 2-Bromo-6-methyl-pyridine 1-oxide (820 mg, 4.36 mmol) was added to this and then heated at 70° C. for 4 h. The mixture was cooled and poured slowly into ice-cold water (100 mL) and basified to pH ˜8 with sodium bicarbonate solution. This was extracted with ethyl acetate (4×50 mL) then the combined organic layers were dried over anhydrous sodium sulfate and concentrated to give a residue which was purified by was... Reactants: BrC1C=2C(=C3C(C=4C=CC=CC4C(C3=C(C2C[C@@](C1)(O)C(COC(C)=O)=O)O)=O)=O)O (7-bromo-9(S)-acetoxyacetyl-6,9,11-trihydroxy-5,7,8,9,10,12-hexahydronaphthacene-5,12-dione), C(O)CN (ethanolamine). Yields the product OCCN[C@@H]1C=2C(=C3C(C=4C=CC=CC4C(C3=C(C2C[C@@](C1)(O)C(COC(C)=O)=O)O)=O)=O)O (7(S)-β-hydroxyethylamino-9(S)-acetoxyacetyl-6,9,11-trihydroxy-5,7,8,9,10,12-hexahydronaphthacene-5,12-dione). Reaction SMILES: Br[CH:2]1[CH2:19][C@@:18]([C:21](=[O:27])[CH2:22][O:23][C:24](=[O:26])[CH3:25])([OH:20])[CH2:17][C:16]2[C:15]([OH:28])=[C:14]3[C:5]([C:6](=[O:30])[C:7]4[CH:8]=[CH:9][CH:10]=[CH:11][C:12]=4[C:13]3=[O:29])=[C:4]([OH:31])[C:3]1=2.[CH2:32]([CH2:34][NH2:35])[OH:33]>>[OH:33][CH2:32][CH2:34][NH:35][C@H:2]1[CH2:19][C@@:18]([C:21](=[O:27])[CH2:22][O:23][C:24](=[O:26])[CH3:25])([OH:20])[CH2:17][C:16]2[C:15]([OH:28])=[C:14]3[C:5]([C:6](=[O:30])[C:7]4[CH:8]=[CH:9][CH:10]=[CH:11][C:12]=4[C:13]3=[O:29])=[C:4]([OH:31])[C:3]1=2. Procedure details: In the same manner as in Example 4-(1), 7-bromo-9(S)-acetoxyacetyl-6,9,11-trihydroxy-5,7,8,9,10,12-hexahydronaphthacene-5,12-dione (200 mg) obtained in Reference Example 4 was treated with ethanolamine (30 mg) and the reaction product was post-treated to give dark reddish brown crystals of 7(S)-β-hydroxyethylamino-9(S)-acetoxyacetyl-6,9,11-trihydroxy-5,7,8,9,10,12-hexahydronaphthacene-5,12-dione. M.P., 100°-103° C. [α]D20 =+166.2° (c=0.1, CHCl3). Reaction SMILES: [CH3:1][O:2][CH:3]1[O:4][CH:5]([c:13]2[n:14]([CH2:19][c:20]3[cH:21][cH:22][cH:23][cH:24][cH:25]3)[c:15](=[S:18])[nH:16][n:17]2)[CH:6]2[CH:7]1[O:8][C:9]([CH3:11])([CH3:12])[O:10]2.[CH3:30][C:31](=[O:32])[OH:33].[N:26]([O-:27])=[O:28].[Na+:29]>>[CH3:1][O:2][CH:3]1[O:4][CH:5]([c:13]2[n:14]([CH2:19][c:20]3[cH:21][cH:22][cH:23][cH:24][cH:25]3)[cH:15][n:16][n:17]2)[CH:6]2[CH:7]1[O:8][C:9]([CH3:11])([CH3:12])[O:10]2. Product: COC1OC(c2nncn2Cc2ccccc2)C2OC(C)(C)OC12. The reactants are COC1OC(c2n[nH]c(=S)n2Cc2ccccc2)C2OC(C)(C)OC12, CC(=O)O, O=N[O-], [Na+].